From a dataset of the Open Reaction Database (ORD), a public repository of structured organic reaction records. describe an organic reaction: reactants, conditions, products, and yield Reaction SMILES: C(O[C:9]1[C:18]2[C:13](=[CH:14][CH:15]=[C:16]([C:19]([OH:21])=[O:20])[CH:17]=2)[N:12]=[C:11]([N:22]2[CH2:28][C:27]3[CH:29]=[CH:30][CH:31]=[CH:32][C:26]=3[S:25](=[O:34])(=[O:33])[CH2:24][CH2:23]2)[N:10]=1)C1C=CC=CC=1.[O:35]1[CH2:38][C:37]([CH2:41][NH2:42])([CH2:39][NH2:40])[CH2:36]1>>[NH2:40][CH2:39][C:37]1([CH2:41][NH:42][C:9]2[C:18]3[C:13](=[CH:14][CH:15]=[C:16]([C:19]([OH:21])=[O:20])[CH:17]=3)[N:12]=[C:11]([N:22]3[CH2:28][C:27]4[CH:29]=[CH:30][CH:31]=[CH:32][C:26]=4[S:25](=[O:34])(=[O:33])[CH2:24][CH2:23]3)[N:10]=2)[CH2:38][O:35][CH2:36]1. Procedure: The title compound was prepared in analogy to Example 108-1 in Scheme 54 by using 4-(benzyloxy)-2-(1,1-dioxido-2,3-dihydro-1,4-benzothiazepin-4(5H)-yl)quinazoline-6-carboxylic acid and oxetane-3,3-diyldimethanamine, MS obsd. (ESI+) [(M+H)+] 484, 1H NMR (400 MHz, DMSO-d6) δ ppm 8.95 (brs, 1 H), 8.68 (m, 1 H), 8.04 (d, J=9.1 Hz, 1 H), 7.77-7.73 (m, 2 H), 7.68-7.63 (m, 1 H), 7.48-7.43 (m, 1 H), 7.24-7.19 (m, 1 H), 5.11 (brs, 2 H), 4.59-4.30 (brs, 6 H), 4.20 (m, 1 H), 4.0 (m, 1 H), 3.58 (brs, 2 H), ... The reactants are C(C1=CC=CC=C1)OC1=NC(=NC2=CC=C(C=C12)C(=O)O)N1CCS(C2=C(C1)C=CC=C2)(=O)=O (4-(benzyloxy)-2-(1,1-dioxido-2,3-dihydro-1,4-benzothiazepin-4(5H)-yl)quinazoline-6-carboxylic acid), O1CC(C1)(CN)CN (oxetane-3,3-diyldimethanamine). The product is NCC1(COC1)CNC1=NC(=NC2=CC=C(C=C12)C(=O)O)N1CCS(C2=C(C1)C=CC=C2)(=O)=O (4-({[3-(Aminomethyl)oxetan-3-yl]methyl}amino)-2-(1,1-dioxido-2,3-dihydro-1,4-benzothiazepin-4(5H)-yl)quinazoline-6-carboxylic acid). Starting materials: CCN=C=NCCCN(C)C, CCN(C(C)C)C(C)C, O=C(O)c1cc2cc(Cl)ccc2[nH]1, ClCCl, CC(C)(C)OC(=O)NC1c2ccccc2CC1N, On1nnc2ccccc21. The product is CC(C)(C)OC(=O)NC1c2ccccc2CC1NC(=O)c1cc2cc(Cl)ccc2[nH]1. RXN SMILES: [CH3:51][CH2:52][N:53]=[C:54]=[N:55][CH2:56][CH2:57][CH2:58][N:59]([CH3:60])[CH3:61].[CH:32]([N:33]([CH2:34][CH3:35])[CH:36]([CH3:37])[CH3:38])([CH3:39])[CH3:40].[Cl:1][c:2]1[cH:3][c:4]2[cH:5][c:6]([C:11](=[O:12])[OH:13])[nH:7][c:8]2[cH:9][cH:10]1.[Cl:62][CH2:63][Cl:64].[NH2:14][CH:15]1[CH:16]([NH:24][C:25]([O:26][C:27]([CH3:28])([CH3:29])[CH3:30])=[O:31])[c:17]2[cH:18][cH:19][cH:20][cH:21][c:22]2[CH2:23]1.[OH:41][n:42]1[c:43]2[c:44]([cH:45][cH:46][cH:47][cH:48]2)[n:49][n:50]1>>[Cl:1][c:2]1[cH:3][c:4]2[cH:5][c:6]([C:11](=[O:13])[NH:14][CH:15]3[CH:16]([NH:24][C:25]([O:26][C:27]([CH3:28])([CH3:29])[CH3:30])=[O:31])[c:17]4[cH:18][cH:19][cH:20][cH:21][c:22]4[CH2:23]3)[nH:7][c:8]2[cH:9][cH:10]1. Reactants: [OH-].[NH4+] (ammonium hydroxide), ClC=1C=C(C=CC1Cl)C(C(=O)C1=CC=NC=C1)=O (1-(3,4-Dichlorophenyl)-2-pyridin-4-yl-ethane-1,2-dione), C(C1=CC=CC=C1)OC(=O)N1CCC(CC1)C=O (4-formylpiperidine-1-carboxylic acid benzyl ester), C(C)(=O)[O-].[NH4+] (ammonium acetate). The solvent is C(C)(=O)O (acetic acid). The product is C(C1=CC=CC=C1)OC(=O)N1CCC(CC1)C=1NC(=C(N1)C1=CC=NC=C1)C1=CC(=C(C=C1)Cl)Cl (4-[5-(3,4-Dichlorophenyl)-4-pyridin-4-yl-1H-imidazol-2-yl]piperidine-1-carboxylic acid benzyl ester). As a reaction SMILES: [Cl:1][C:2]1[CH:3]=[C:4]([C:9](=O)[C:10]([C:12]2[CH:17]=[CH:16][N:15]=[CH:14][CH:13]=2)=O)[CH:5]=[CH:6][C:7]=1[Cl:8].[CH2:19]([O:26][C:27]([N:29]1[CH2:34][CH2:33][CH:32]([CH:35]=O)[CH2:31][CH2:30]1)=[O:28])[C:20]1[CH:25]=[CH:24][CH:23]=[CH:22][CH:21]=1.C([O-])(=O)C.[NH4+:41].[OH-].[NH4+:43]>C(O)(=O)C>[CH2:19]([O:26][C:27]([N:29]1[CH2:34][CH2:33][CH:32]([C:35]2[NH:41][C:9]([C:4]3[CH:5]=[CH:6][C:7]([Cl:8])=[C:2]([Cl:1])[CH:3]=3)=[C:10]([C:12]3[CH:17]=[CH:16][N:15]=[CH:14][CH:13]=3)[N:43]=2)[CH2:31][CH2:30]1)=[O:28])[C:20]1[CH:25]=[CH:24][CH:23]=[CH:22][CH:21]=1 |f:2.3,4.5|. Reported procedure: 1-(3,4-Dichlorophenyl)-2-pyridin-4-yl-ethane-1,2-dione (2.8 g, 10 mmol), 4-formylpiperidine-1-carboxylic acid benzyl ester (2.47 g, 10 mmol) and ammonium acetate (7.7 g, 100 mmol) were dissolved in acetic acid (65 mL) and heated to reflux for 2.5 hour and allowed to cool to ambient temperature. The reaction mixture was then poured over an ammonium hydroxide (100 mL) and ice mixture. This aqueous layer was extracted with ethyl acetate (3×200 mL) and the organic layers were combined, washed with b... The solvent is C1CCOC1 (THF), O (water). Yield: 37.0%. Reactants: COC(C(C(=O)OC)C1=C(C=C(C(=C1)Cl)Br)C(N(C)C1=C(C=CC=C1)OC)=O)=O (2-{4-bromo-5-chloro-2-[(2-methoxy-phenyl)-methyl-carbamoyl]-phenyl}-malonic acid dimethyl ester), O[Li].O (LiOH.H2O), Cl (HCl). Reported procedure: A mixture of 2-{4-bromo-5-chloro-2-[(2-methoxy-phenyl)-methyl-carbamoyl]-phenyl}-malonic acid dimethyl ester (1.4 g, 2.8 mmol) and LiOH.H2O (0.7 g, 16.7 mmol) was stirred at 60° C. in a mixture of THF (20 mL) and water (2 mL) for 24 hrs, then acidified by 1N HCl to pH 4. The mixture was extracted with ethyl acetate. The ethyl acetate layer was then washed with water and brine, and was dried over MgSO4. The filtrate was then concentrated and purified by silica gel flash column chromatography elut... Product: BrC1=CC(=C(C=C1Cl)CC(=O)O)C(N(C)C1=C(C=CC=C1)OC)=O (2-{4-bromo-5-chloro-2-[(2-methoxy-phenyl)-methyl-carbamoyl]-phenyl}-acetic acid). As a reaction SMILES: C[O:2][C:3](=[O:29])[CH:4]([C:9]1[CH:14]=[C:13]([Cl:15])[C:12]([Br:16])=[CH:11][C:10]=1[C:17](=[O:28])[N:18]([C:20]1[CH:25]=[CH:24][CH:23]=[CH:22][C:21]=1[O:26][CH3:27])[CH3:19])C(OC)=O.O[Li].O.Cl>C1COCC1.O>[Br:16][C:12]1[C:13]([Cl:15])=[CH:14][C:9]([CH2:4][C:3]([OH:29])=[O:2])=[C:10]([C:17](=[O:28])[N:18]([C:20]2[CH:25]=[CH:24][CH:23]=[CH:22][C:21]=2[O:26][CH3:27])[CH3:19])[CH:11]=1 |f:1.2|.